Dataset: the Open Reaction Database (ORD), a public repository of structured organic reaction records. Task: describe an organic reaction: reactants, conditions, products, and yield Starting materials: NC=1N=CN(C1C(=O)N)CC1=CC=CC=C1 (4-amino-1-benzyl-5-imidazolecarboxamide), COC1=C(C(=O)Cl)C=CC=C1 (2-methoxybenzoyl chloride), C(C1=CC=CC=C1)(=O)Cl (benzoyl chloride). Product: COC1=C(C(=O)NC=2N=CN(C2C(=O)N)CC2=CC=CC=C2)C=CC=C1 (4-(2-methoxybenzoylamino)-1-benzyl-5-imidazolecarboxamide). Yield: 53.0%. Reaction SMILES: [NH2:1][C:2]1[N:3]=[CH:4][N:5]([CH2:10][C:11]2[CH:16]=[CH:15][CH:14]=[CH:13][CH:12]=2)[C:6]=1[C:7]([NH2:9])=[O:8].[CH3:17][O:18][C:19]1[CH:27]=[CH:26][CH:25]=[CH:24][C:20]=1[C:21](Cl)=[O:22].C(Cl)(=O)C1C=CC=CC=1>>[CH3:17][O:18][C:19]1[CH:27]=[CH:26][CH:25]=[CH:24][C:20]=1[C:21]([NH:1][C:2]1[N:3]=[CH:4][N:5]([CH2:10][C:11]2[CH:16]=[CH:15][CH:14]=[CH:13][CH:12]=2)[C:6]=1[C:7]([NH2:9])=[O:8])=[O:22]. Procedure details: An amidation reaction and post-treatment were carried out according to the conditions of Example 1, using 2.2 g (10 mmol) of 4-amino-1-benzyl-5-imidazolecarboxamide prepared in Reference Example 2 and 2-methoxybenzoyl chloride separately prepared according to a conventional method, instead of benzoyl chloride, to obtain a crude amide product. The crude amide product was purified by suspension in hot methanol to obtain 1.87 g of 4-(2-methoxybenzoylamino)-1-benzyl-5-imidazolecarboxamide (yield 53%... The reactants are BrC=1C=C(C2=C(C=CO2)C1)C=O (5-bromo-benzofuran-7-carbaldehyde), CC1=CC=C(C=C1)S(=O)(=O)O (4-methylphenylsulphonic acid), C(CCO)O (1,3-propanediol). Run in C1(=CC=CC=C1)C (toluene), O (water), O (water). The product is BrC=1C=C(C2=C(C=CO2)C1)C1OCCCO1 (5-Bromo-7-[1,3]-dioxan-2-yl-benzofuran). Reaction SMILES: [Br:1][C:2]1[CH:3]=[C:4]([CH:11]=[O:12])[C:5]2[O:9][CH:8]=[CH:7][C:6]=2[CH:10]=1.CC1C=CC(S(O)(=O)=O)=CC=1.[CH2:24](O)[CH2:25][CH2:26][OH:27]>C1(C)C=CC=CC=1.O>[Br:1][C:2]1[CH:3]=[C:4]([CH:11]2[O:27][CH2:26][CH2:25][CH2:24][O:12]2)[C:5]2[O:9][CH:8]=[CH:7][C:6]=2[CH:10]=1. Procedure: A mixture of 5-bromo-benzofuran-7-carbaldehyde (400 mg), 4-methylphenylsulphonic acid (0.38 g) and 1,3-propanediol (10 ml) in toluene (15 ml) was heated at reflux for 19 h, with azeotropic removal of water by Dean-Stark Apparatus. The reaction mixture was cooled, diluted with water (80 ml) and extracted with toluene (30 ml). The organic phase was dried, filtered and the filtrate evaporated in vacuo to give a brown oil. Purification by FCC eluted with hexane:ethyl acetate (7:1→3:1) gave the title... Starting materials: NC1=C(C=CC=C1)NC(=O)C1=CC(=NN1)\C=C\C1=CC=C(C=C1)O (N-(2-aminophenyl)-3-[(E)-2-(4-hydroxyphenyl)ethenyl]-1H-pyrazole-5-carboxamide). Solvent: xylenes, C(C)(=O)O (acetic acid). Reaction conditions: temperature 100 celsius. Yields the product N1C(=NC2=C1C=CC=C2)C2=NNC(=C2)/C=C/C2=CC=C(C=C2)O (4-{(E)-2-[3-(1H-Benzimidazol-2-yl)-1H-pyrazol-5-yl]ethenyl}phenol). Yield: 2.4%. RXN SMILES: [NH2:1][C:2]1[CH:7]=[CH:6][CH:5]=[CH:4][C:3]=1[NH:8][C:9]([C:11]1[NH:15][N:14]=[C:13](/[CH:16]=[CH:17]/[C:18]2[CH:23]=[CH:22][C:21]([OH:24])=[CH:20][CH:19]=2)[CH:12]=1)=O>C(O)(=O)C>[NH:8]1[C:3]2[CH:4]=[CH:5][CH:6]=[CH:7][C:2]=2[N:1]=[C:9]1[C:11]1[CH:12]=[C:13](/[CH:16]=[CH:17]/[C:18]2[CH:23]=[CH:22][C:21]([OH:24])=[CH:20][CH:19]=2)[NH:14][N:15]=1. Reported procedure: Glacial acetic acid (1.0 mL) was added to a sealed tube charged with a solution of N-(2-aminophenyl)-3-[(E)-2-(4-hydroxyphenyl)ethenyl]-1H-pyrazole-5-carboxamide (0.044 g, 1.36 mmol) in xylenes (1.0 mL) and heated to 100° C. After twelve hours the reaction was cooled to room temperature and concentrated in vacuo. The residue was purified on reverse phase HPLC using water-acetonitrile gradient (0.1% TFA) to provide the title benzimidazole (10 mg, 25% yield) as a white solid: 1H NMR (400 MHz, CD3O... Starting materials: CC(C)(C)N, N#Cc1ccc(C(=O)Cl)cc1, c1ccccc1. Yields the product CC(C)(C)NC(=O)c1ccc(C#N)cc1. RXN SMILES: [C:1]([CH3:2])([CH3:3])([CH3:4])[NH2:5].[C:6](#[N:7])[c:8]1[cH:9][cH:10][c:11]([C:12](=[O:13])[Cl:14])[cH:15][cH:16]1.[cH:17]1[cH:18][cH:19][cH:20][cH:21][cH:22]1>>[C:1]([CH3:2])([CH3:3])([CH3:4])[NH:5][C:12]([c:11]1[cH:10][cH:9][c:8]([C:6]#[N:7])[cH:16][cH:15]1)=[O:13]. Starting materials: CS(=O)(=O)O, OC(CCCc1ccccc1Cl)c1c[nH]cn1, Cl, [Na+], [OH-], O. Yields the product Clc1cccc2c1CCCC2c1c[nH]cn1. RXN SMILES: [CH3:19][S:20](=[O:21])(=[O:22])[OH:23].[Cl:2][c:3]1[c:4]([CH2:9][CH2:10][CH2:11][CH:12]([OH:13])[c:14]2[n:15][cH:16][nH:17][cH:18]2)[cH:5][cH:6][cH:7][cH:8]1.[ClH:1].[Na+:25].[OH-:24].[OH2:26]>>[Cl:2][c:3]1[c:4]2[c:5]([cH:6][cH:7][cH:8]1)[CH:12]([c:14]1[n:15][cH:16][nH:17][cH:18]1)[CH2:11][CH2:10][CH2:9]2. The reactants are CN=C=O, ClCCl, COc1ccc(Cn2c(=O)n(C3CCC(N)CC3)c3ccc(C#N)cc32)cc1Cl. The product is CNC(=O)NC1CCC(n2c(=O)n(Cc3ccc(OC)c(Cl)c3)c3cc(C#N)ccc32)CC1. RXN SMILES: [CH3:30][N:31]=[C:32]=[O:33].[Cl:34][CH2:35][Cl:36].[NH2:1][CH:2]1[CH2:3][CH2:4][CH:5]([n:8]2[c:9](=[O:29])[n:10]([CH2:19][c:20]3[cH:21][c:22]([Cl:28])[c:23]([O:26][CH3:27])[cH:24][cH:25]3)[c:11]3[c:12]2[cH:13][cH:14][c:15]([C:17]#[N:18])[cH:16]3)[CH2:6][CH2:7]1>>[NH:1]([CH:2]1[CH2:3][CH2:4][CH:5]([n:8]2[c:9](=[O:29])[n:10]([CH2:19][c:20]3[cH:21][c:22]([Cl:28])[c:23]([O:26][CH3:27])[cH:24][cH:25]3)[c:11]3[c:12]2[cH:13][cH:14][c:15]([C:17]#[N:18])[cH:16]3)[CH2:6][CH2:7]1)[C:32]([NH:31][CH3:30])=[O:33]. Reactants: C(C)(C)(C)NCC(COC1=C(C=CC(=C1)O)C=1N=NC(=CC1)Cl)O (3-[2-(3-t-Butylamino-2-hydroxypropoxy)-4-hydroxyphenyl]-6-chloropyridazine), O.NN (hydrazine hydrate). Product: C(C)(C)(C)NCC(COC1=C(C=CC(=C1)O)C=1N=NC(=CC1)NN)O (3-[2-(3-t-Butylamino-2-hydroxypropoxy)-4-hydroxyphenyl]-6-hydrazinopyridazine). Reaction SMILES: [C:1]([NH:5][CH2:6][CH:7]([OH:24])[CH2:8][O:9][C:10]1[CH:15]=[C:14]([OH:16])[CH:13]=[CH:12][C:11]=1[C:17]1[N:18]=[N:19][C:20](Cl)=[CH:21][CH:22]=1)([CH3:4])([CH3:3])[CH3:2].O.[NH2:26][NH2:27]>>[C:1]([NH:5][CH2:6][CH:7]([OH:24])[CH2:8][O:9][C:10]1[CH:15]=[C:14]([OH:16])[CH:13]=[CH:12][C:11]=1[C:17]1[N:18]=[N:19][C:20]([NH:26][NH2:27])=[CH:21][CH:22]=1)([CH3:4])([CH3:3])[CH3:2] |f:1.2|. Procedure details: 3-[2-(3-t-Butylamino-2-hydroxypropoxy)-4-hydroxyphenyl]-6-chloropyridazine was reacted with hydrazine hydrate under similar conditions to those described in Example 7b(iii) to give the title compound. Starting materials: C(C)C=1N=C2N(N1)N(C(=C2CC)COC)CC2=CC=C(C=C2)C2=C(C=CC=C2)C2=NN=NN2C(C2=CC=CC=C2)(C2=CC=CC=C2)C2=CC=CC=C2 (2,7-diethyl-6-methoxymethyl-5-[[2'-(N-triphenylmethyl-tetrazol-5-yl)biphenyl-4-yl]methyl]-5H-pyrazolo[1,5-b][1,2,4]triazole), C(C)C=1N(C=2N(N1)N=C(C2CC)COC)CC2=CC=C(C=C2)C2=C(C=CC=C2)C2=NN=NN2C(C2=CC=CC=C2)(C2=CC=CC=C2)C2=CC=CC=C2 (2,7-diethyl-6-methoxymethyl-1-[[2'-(N-triphenylmethyl tetrazol-5-yl)biphenyl-4-yl]methyl]-1H-pyrazolo[1,5-b][1,2,4]triazole), C(C)C=1N(C=2N(N1)N=C(C2CC)COC)CC2=CC=C(C=C2)C2=C(C=CC=C2)C2=NN=NN2C(C2=CC=CC=C2)(C2=CC=CC=C2)C2=CC=CC=C2 (2,7-diethyl-6-methoxymethyl-1-[[2'-(N-triphenylmethyl tetrazol-5-yl)biphenyl-4-yl]methyl]-1H-pyrazolo[1,5-b][1,2,4]triazole). Yields the product C(C)C=1N=C2N(N1)N(C(=C2CC)COC)CC2=CC=C(C=C2)C2=C(C=CC=C2)C2=NN=NN2C(C2=CC=CC=C2)(C2=CC=CC=C2)C2=CC=CC=C2 (2,7-diethyl-6-methoxymethyl-5-[[2'-(N-triphenylmethyl-tetrazol-5-yl)biphenyl-4-yl]methyl]-5H-pyrazolo[1,5-b][1,2,4]triazole), C(C)C=1NC=2N(N1)N=C(C2CC)COC (2,7-diethyl-6-methoxymethyl-1H-pyrazolo[1,5-b][1,2,4]triazole). Reaction SMILES: [CH2:1]([C:3]1[N:4](CC2C=CC(C3C=CC=CC=3C3N(C(C4C=CC=CC=4)(C4C=CC=CC=4)C4C=CC=CC=4)N=NN=3)=CC=2)[C:5]2[N:6]([N:8]=[C:9]([CH2:13][O:14][CH3:15])[C:10]=2[CH2:11][CH3:12])[N:7]=1)[CH3:2].[CH2:53]([C:55]1[N:56]=[C:57]2[C:62]([CH2:63][CH3:64])=[C:61]([CH2:65][O:66][CH3:67])[N:60]([CH2:68][C:69]3[CH:74]=[CH:73][C:72]([C:75]4[CH:80]=[CH:79][CH:78]=[CH:77][C:76]=4[C:81]4[N:85]([C:86]([C:99]5[CH:104]=[CH:103][CH:102]=[CH:101][CH:100]=5)([C:93]5[CH:98]=[CH:97][CH:96]=[CH:95][CH:94]=5)[C:87]5[CH:92]=[CH:91][CH:90]=[CH:89][CH:88]=5)[N:84]=[N:83][N:82]=4)=[CH:71][CH:70]=3)[N:58]2[N:59]=1)[CH3:54]>>[CH2:53]([C:55]1[N:56]=[C:57]2[C:62]([CH2:63][CH3:64])=[C:61]([CH2:65][O:66][CH3:67])[N:60]([CH2:68][C:69]3[CH:70]=[CH:71][C:72]([C:75]4[CH:80]=[CH:79][CH:78]=[CH:77][C:76]=4[C:81]4[N:85]([C:86]([C:87]5[CH:92]=[CH:91][CH:90]=[CH:89][CH:88]=5)([C:99]5[CH:100]=[CH:101][CH:102]=[CH:103][CH:104]=5)[C:93]5[CH:94]=[CH:95][CH:96]=[CH:97][CH:98]=5)[N:84]=[N:83][N:82]=4)=[CH:73][CH:74]=3)[N:58]2[N:59]=1)[CH3:54].[CH2:1]([C:3]1[NH:4][C:5]2[N:6]([N:8]=[C:9]([CH2:13][O:14][CH3:15])[C:10]=2[CH2:11][CH3:12])[N:7]=1)[CH3:2]. Procedure details: In the same manner as described in Example 66, 170 mg of 2,7-diethyl-6-methoxymethyl-1-[[2'-(N-triphenylmethyl tetrazol-5-yl)biphenyl-4-yl]methyl]-1H-pyrazolo[1,5-b][1,2,4]triazole (compound 78a) and 2.5 g of 2,7-diethyl-6-methoxymethyl-5-[[2'-(N-triphenylmethyl-tetrazol-5-yl)biphenyl-4-yl]methyl]-5H-pyrazolo[1,5-b][1,2,4]triazole (compound 78b) were obtained from 1.0 g of 2,7-diethyl-6-methoxymethyl-1H-pyrazolo[1,5-b][1,2,4]triazole. Starting materials: COC1=C(C=C(C(C(=O)OC)=C1)N)OCCCN1CCCCC1 (methyl 5-methoxy-4-(3-piperidinopropoxy)anthranilate), C(OC)([O-])[O-] (methyl orthoformate), C(C)(=O)[O-].[NH4+] (ammonium acetate). Solvent: CO (methanol). Reaction conditions: time 5 hour. The product is COC=1C=C2C(NC=NC2=CC1OCCCN1CCCCC1)=O (6-methoxy-7-(3-piperidinopropoxy)quinazolin-4-one). The yield is 0.1%. Reaction SMILES: [CH3:1][O:2][C:3]1[CH:12]=[C:7]([C:8](OC)=[O:9])[C:6]([NH2:13])=[CH:5][C:4]=1[O:14][CH2:15][CH2:16][CH2:17][N:18]1[CH2:23][CH2:22][CH2:21][CH2:20][CH2:19]1.[CH:24]([O-])([O-])OC.C([O-])(=O)C.[NH4+:33]>CO>[CH3:1][O:2][C:3]1[CH:12]=[C:7]2[C:6](=[CH:5][C:4]=1[O:14][CH2:15][CH2:16][CH2:17][N:18]1[CH2:23][CH2:22][CH2:21][CH2:20][CH2:19]1)[N:13]=[CH:24][NH:33][C:8]2=[O:9] |f:2.3|. Reported procedure: In a 10-mL volume stainless steel pressure-resistant vessel were placed 1.00 mg (3.1 mmol) of methyl 5-methoxy-4-(3-piperidinopropoxy)anthranilate, 0.99 g (9.3 mmol) of methyl orthoformate, 0.72 g (9.3 mmol) of ammonium acetate, and 5.0 mL of methanol. The reaction was carried out at 120° C. for 5 hours. After the reaction was complete, the reaction mixture was cooled to room temperature and analyzed (according to absolute quantitative analysis) by high performance liquid chromatography. There w...